This data is from the Open Reaction Database (ORD), a public repository of structured organic reaction records. The task is: describe an organic reaction: reactants, conditions, products, and yield Starting materials: [Na] (sodium), C(#N)CC(=O)OC (methyl cyanoacetate), C(C1=CC=CC=C1)N=[N+]=[N-] (benzyl azide), C(C)O (ethanol), ice water. Run at time 8 hour. Product: NC1=C(N=NN1CC1=CC=CC=C1)C(=O)OCC (Ethyl 5-amino-1-benzyl-1H-1,2,3-triazole-4-carboxylate). Isolated yield 42.0%. As a reaction SMILES: [Na].[C:2]([CH2:4][C:5]([O:7][CH3:8])=[O:6])#[N:3].[CH2:9]([N:16]=[N+:17]=[N-:18])[C:10]1[CH:15]=[CH:14][CH:13]=[CH:12][CH:11]=1.[CH2:19](O)C>>[NH2:3][C:2]1[N:16]([CH2:9][C:10]2[CH:15]=[CH:14][CH:13]=[CH:12][CH:11]=2)[N:17]=[N:18][C:4]=1[C:5]([O:7][CH2:8][CH3:19])=[O:6] |^1:0|. Reported procedure: To a solution of 1.15 g (0.05 mol) of sodium in 80 mL of absolute ethanol was added 4.5 mL of methyl cyanoacetate and 6.5 g (0.05 mol) of benzyl azide. A white precipitate formed immediately, and the resulting mixture was stirred overnight. The yellowish creamy mixture was poured into 500 mL of ice water, and a crude yellow precipitate was collected by filtration. Recrystallization from ethanol afforded the title compound as a pale yellow solid (5.0 g, 42%). m.p. 153° C.